From a dataset of the Open Reaction Database (ORD), a public repository of structured organic reaction records. describe an organic reaction: reactants, conditions, products, and yield The reactants are C(C)C(CC)(C1=CC(=C(C=C1)OC(C(C(C)(C)C)O)CC)C)C=1C=C2C=CC(=CC2=CC1)C(=O)O (6-{1-ethyl-1-[4-(1-ethyl-2-hydroxy-3,3-dimethyl-butoxy)-3-methyl-phenyl]-propyl}-naphthalene-2-carboxylic acid), Cl.C(C)OC(CNC)=O (N-methyl glycine ethyl ester hydrochloride). The product is C(C)OC(CN(C)C(=O)C1=CC2=CC=C(C=C2C=C1)C(CC)(C1=CC(=C(C=C1)OC(C(C(C)(C)C)O)CC)C)CC)=O (N-methyl-2-[6-{1-ethyl-1-[4-(1-ethyl-2-hydroxy-3,3-dimethyl-butoxy)-3-methyl-phenyl]-propyl}-naphthalene-2-carbonyl-amino]acetic acid ethyl ester). Isolated yield 88.0%. As a reaction SMILES: [CH2:1]([C:3]([C:23]1[CH:24]=[C:25]2[C:30](=[CH:31][CH:32]=1)[CH:29]=[C:28]([C:33](O)=[O:34])[CH:27]=[CH:26]2)([C:6]1[CH:11]=[CH:10][C:9]([O:12][CH:13]([CH2:20][CH3:21])[CH:14]([OH:19])[C:15]([CH3:18])([CH3:17])[CH3:16])=[C:8]([CH3:22])[CH:7]=1)[CH2:4][CH3:5])[CH3:2].Cl.[CH2:37]([O:39][C:40](=[O:44])[CH2:41][NH:42][CH3:43])[CH3:38]>>[CH2:37]([O:39][C:40](=[O:44])[CH2:41][N:42]([C:33]([C:28]1[CH:27]=[CH:26][C:25]2[C:30](=[CH:31][CH:32]=[C:23]([C:3]([CH2:1][CH3:2])([C:6]3[CH:11]=[CH:10][C:9]([O:12][CH:13]([CH2:20][CH3:21])[CH:14]([OH:19])[C:15]([CH3:16])([CH3:17])[CH3:18])=[C:8]([CH3:22])[CH:7]=3)[CH2:4][CH3:5])[CH:24]=2)[CH:29]=1)=[O:34])[CH3:43])[CH3:38] |f:1.2|. Procedure: Following a procedure analogous to Example 7E esterify the diastereomeric isomer pair 1 of 6-{1-ethyl-1-[4-(1-ethyl-2-hydroxy-3,3-dimethyl-butoxy)-3-methyl-phenyl]-propyl}-naphthalene-2-carboxylic acid using N-methyl glycine ethyl ester hydrochloride to provide the title compound as a white foam (315 mg, 88%). 1NMR (400 MHz, CDCl3) δ ppm: 0.64 (t, J=7.2 Hz, 6H), 0.93 (t, J=8.4 Hz, 3H), 0.93 (s, 9H), 1.31 (m, 3H), 1.68 (m, 1H), 1.80 (m, 1H), 2.12 (s, 3H), 2.17 (q, 4H), 2.60 (bs, 1H), 3.11 (s, 2H)...